This data is from the Open Reaction Database (ORD), a public repository of structured organic reaction records. The task is: describe an organic reaction: reactants, conditions, products, and yield The reactants are 3,5-dimethyl-4-(3-ethylnylpropoxy)benzamide, COC(C)(N(C)C)OC (dimethylacetamide dimethyl acetal), Cl.NO (hydroxylamine hydrochlorde), CC=1C=C(C(=O)O)C=C(C1OCCCC#C)C (3,5-Dimethyl-4-(3-ethynylpropoxy)benzoic acid). Yields the product CC=1C=C(C=C(C1OCCCC#C)C)C1=NC(=NO1)C (5-[3,5-Dimethyl-4-(3-ethynylpropoxy)phenyl]-3-methyl-1,2,4-oxadiazole). Reaction SMILES: CO[C:3](OC)([N:5](C)C)[CH3:4].Cl.[NH2:11]O.[CH3:13][C:14]1[CH:15]=[C:16]([CH:20]=[C:21]([CH3:29])[C:22]=1[O:23][CH2:24][CH2:25][CH2:26][C:27]#[CH:28])[C:17]([OH:19])=O>>[CH3:29][C:21]1[CH:20]=[C:16]([C:17]2[O:19][N:5]=[C:3]([CH3:4])[N:11]=2)[CH:15]=[C:14]([CH3:13])[C:22]=1[O:23][CH2:24][CH2:25][CH2:26][C:27]#[CH:28] |f:1.2|. Reported procedure: 5-[3,5-Dimethyl-4-(3-ethynylpropoxy)phenyl]-3-methyl-1,2,4-oxadiazole [XIV; Y=(CH2)3, R1 and R2 =3,5-(CH3)2, R8 =CH3 ] was prepared from 4.7 g 3,5-dimethyl-4-(3-ethylnylpropoxy)benzamide, 31 ml dimethylacetamide dimethyl acetal and 1.7 g hydroxylamine hydrochlorde according to the procedure of Example 1, part (b), and was obtained (4.4 g) in the form of a viscous oil used directly in the next reaction. A sample when crystallized from isopropyl acetate/hexane had the m.p. 38°-40° C. The reactants are O=[N+]([O-])c1ccc(-c2c[nH]c(O)n2)cc1, O=P(Cl)(Cl)Cl. Yields the product O=[N+]([O-])c1ccc(-c2c[nH]c(Cl)n2)cc1. As a reaction SMILES: [OH:1][c:2]1[nH:3][cH:4][c:5](-[c:7]2[cH:8][cH:9][c:10]([N+:13](=[O:14])[O-:15])[cH:11][cH:12]2)[n:6]1.[P:16]([Cl:17])([Cl:18])([Cl:19])=[O:20]>>[c:2]1([Cl:18])[nH:3][cH:4][c:5](-[c:7]2[cH:8][cH:9][c:10]([N+:13](=[O:14])[O-:15])[cH:11][cH:12]2)[n:6]1. Reactants: FC=1C=C(OCC2=NC=C(C=C2)C)C=CC1[N+](=O)[O-] (2-((3-fluoro-4-nitrophenoxy)methyl)-5-methylpyridine), Cl.BrC1=CC(=C(CN)C=C1)F (4-bromo-2-fluorobenzylamine hydrochloride), CCN(C(C)C)C(C)C (DIPEA). Solvent: C(C)#N (acetonitrile). Run at temperature 75 celsius. Product: BrC1=CC(=C(CNC2=C(C=CC(=C2)OCC2=NC=C(C=C2)C)[N+](=O)[O-])C=C1)F (N-(4-Bromo-2-fluorobenzyl)-5-((5-methylpyridin-2-yl)methoxy)-2-nitroaniline). Reaction SMILES: F[C:2]1[CH:3]=[C:4]([CH:14]=[CH:15][C:16]=1[N+:17]([O-:19])=[O:18])[O:5][CH2:6][C:7]1[CH:12]=[CH:11][C:10]([CH3:13])=[CH:9][N:8]=1.Cl.[Br:21][C:22]1[CH:29]=[CH:28][C:25]([CH2:26][NH2:27])=[C:24]([F:30])[CH:23]=1.CCN(C(C)C)C(C)C>C(#N)C>[Br:21][C:22]1[CH:29]=[CH:28][C:25]([CH2:26][NH:27][C:2]2[CH:3]=[C:4]([O:5][CH2:6][C:7]3[CH:12]=[CH:11][C:10]([CH3:13])=[CH:9][N:8]=3)[CH:14]=[CH:15][C:16]=2[N+:17]([O-:19])=[O:18])=[C:24]([F:30])[CH:23]=1 |f:1.2|. Procedure: A mixture of 2-((3-fluoro-4-nitrophenoxy)methyl)-5-methylpyridine (1.50 g, 5.72 mmol), 4-bromo-2-fluorobenzylamine hydrochloride (1.51 g, 6.29 mmol), DIPEA (2.96 mL, 17.2 mmol) and acetonitrile (19.1 mL) was sealed in reaction vessel and heated to 75° Celsius for 18 h. The mixture was then cooled to RT, transferred to a round bottomed flask and concentrated to dryness. The resulting residue was then heated in a minimum amount of i-PrOH to 70° Celsius until homogeneous. The resulting solution was... Reactants: COC(=O)c1cc(Br)cc2c1N(C(=O)OC(C)(C)C)CC2, ClCCl, [Na+], [OH-], O=C(O)C(F)(F)F. The product is COC(=O)c1cc(Br)cc2c1NCC2. Reaction SMILES: [Br:1][c:2]1[cH:3][c:4]2[c:8]([c:9]([C:11](=[O:12])[O:13][CH3:14])[cH:10]1)[N:7]([C:15]([O:16][C:17]([CH3:18])([CH3:19])[CH3:20])=[O:21])[CH2:6][CH2:5]2.[Cl:22][CH2:23][Cl:24].[Na+:26].[OH-:25].[OH:27][C:28]([C:29]([F:30])([F:31])[F:32])=[O:33]>>[Br:1][c:2]1[cH:3][c:4]2[c:8]([c:9]([C:11](=[O:12])[O:13][CH3:14])[cH:10]1)[NH:7][CH2:6][CH2:5]2. Reactants: Cc1ccc(N)cc1, CCO, Cl, COC(=O)C(Cc1ccc(F)cc1)C(C)=O, [K+], O=N[O-], [Na+], [OH-], O. The product is COC(=O)C(=O)Cc1ccc(F)cc1. RXN SMILES: [CH3:1][c:2]1[cH:3][cH:4][c:5]([NH2:6])[cH:7][cH:8]1.[CH3:33][CH2:34][OH:35].[ClH:31].[F:13][c:14]1[cH:15][cH:16][c:17]([CH2:18][CH:19]([C:20](=[O:21])[O:22][CH3:23])[C:24](=[O:25])[CH3:26])[cH:27][cH:28]1.[K+:30].[N:9]([O-:10])=[O:11].[Na+:12].[OH-:29].[OH2:32]>>[F:13][c:14]1[cH:15][cH:16][c:17]([CH2:18][C:19]([C:20](=[O:21])[O:22][CH3:23])=[O:29])[cH:27][cH:28]1. The reactants are BrCC (bromoethane), P(=O)(O)([O-])[O-].[Na+].[Na+] (sodium hydrogen phosphate), S(=O)([O-])[O-].[Na+].[Na+] (sodium sulfite), FC1=CC=C(C=C1)S(=O)(=O)Cl (4-fluoro-benzenesulfonyl chloride). Reagents/catalysts: [I-].C(CCC)[N+](CCCC)(CCCC)CCCC (tetrabutylammonium iodide). The solvent is CC(=O)C (acetone), O (water), O (water). Reaction conditions: temperature 60 celsius, time 8 hour. The product is C(C)S(=O)(=O)C1=CC=C(C=C1)F (1-ethanesulfonyl-4-fluoro-benzene). Yield: 63.2%. RXN SMILES: P([O-])([O-])(O)=O.[Na+].[Na+].S([O-])([O-])=O.[Na+].[Na+].[F:14][C:15]1[CH:20]=[CH:19][C:18]([S:21](Cl)(=[O:23])=[O:22])=[CH:17][CH:16]=1.Br[CH2:26][CH3:27]>O.CC(C)=O.[I-].C([N+](CCCC)(CCCC)CCCC)CCC>[CH2:26]([S:21]([C:18]1[CH:19]=[CH:20][C:15]([F:14])=[CH:16][CH:17]=1)(=[O:23])=[O:22])[CH3:27] |f:0.1.2,3.4.5,10.11|. Procedure details: To a solution of sodium hydrogen phosphate (14.2 g, 0.1 mol) and sodium sulfite (25.2 g, 0.2 mol) in water (200 mL) was added 4-fluoro-benzenesulfonyl chloride (19.5 g, 0.1 mol). After the mixture was stirred at 60° C. overnight, a solution of bromoethane (32.7 g, 0.3 mol) in acetone (20 mL) was added dropwise, followed by the addition of tetrabutylammonium iodide (3.7 g, 0.01 mol) in one portion. The resulting reaction mixture was stirred at room temperature for 5 days, then diluted with water ...